Dataset: the Open Reaction Database (ORD), a public repository of structured organic reaction records. Task: describe an organic reaction: reactants, conditions, products, and yield Starting materials: [H-].[Na+] (sodium hydride), C(C)C1=C(C(=CC(=C1)C)CC)C(C(=O)N(N=C(CSC)C)C)=O (1-[2-(2,6-diethyl-4-methylphenyl)-2-oxoacetyl]-1-methyl-2-(1-methylsulfanyl-2-propylidene)hydrazine), O (water). Solvent: O1CCCC1 (tetrahydrofuran), O1CCCC1 (tetrahydrofuran). Product: C(C)C1=C(C(=CC(=C1)C)CC)C=1C(N(N=C(C1SC)C)C)=O (4-(2,6-diethyl-4-methylphenyl)-2,6-dimethyl-5-methylsulfanyl-2,3-dihydro-3-pyridazinone). The yield is 40.6%. Reaction SMILES: [H-].[Na+].[CH2:3]([C:5]1[CH:10]=[C:9]([CH3:11])[CH:8]=[C:7]([CH2:12][CH3:13])[C:6]=1[C:14](=O)[C:15]([N:17]([CH3:24])[N:18]=[C:19]([CH3:23])[CH2:20][S:21][CH3:22])=[O:16])[CH3:4].O>O1CCCC1>[CH2:3]([C:5]1[CH:10]=[C:9]([CH3:11])[CH:8]=[C:7]([CH2:12][CH3:13])[C:6]=1[C:14]1[C:15](=[O:16])[N:17]([CH3:24])[N:18]=[C:19]([CH3:23])[C:20]=1[S:21][CH3:22])[CH3:4] |f:0.1|. Reported procedure: To a 200 ml volume four-necked flask, tetrahydrofuran (anhydrous) (27.0 ml) and sodium hydride (1.90 g) were added under a nitrogen atmosphere at about 0° C., and stirred. Then, 1-[2-(2,6-diethyl-4-methylphenyl)-2-oxoacetyl]-1-methyl-2-(1-methylsulfanyl-2-propylidene)hydrazine ((4-4)-(1)-39) (14.2 g) dissolved in tetrahydrofuran (anhydrous) (45 ml) was added dropwise over 30 minutes, and then the mixture was stirred at 0° C. for 2 hours. Then, to the mixture was added water (100 ml) at room temp... Reactants: CC1(C)Cc2c(cc(C(C)(C)C)c(O)c2C(C)(C)C)O1, O=C([O-])O, CS(=O)(=O)O, ClC(Cl)Cl, [Na+]. Product: CC1(C)Cc2cc(O)c(C(C)(C)C)cc2O1. Reaction SMILES: [C:1]([CH3:2])([CH3:3])([CH3:4])[c:5]1[c:6]([OH:20])[c:7]([C:16]([CH3:17])([CH3:18])[CH3:19])[cH:8][c:9]2[c:10]1[CH2:11][C:12]([CH3:14])([CH3:15])[O:13]2.[C:26](=[O:27])([OH:28])[O-:29].[CH3:21][S:22](=[O:23])(=[O:24])[OH:25].[CH:31]([Cl:32])([Cl:33])[Cl:34].[Na+:30]>>[cH:5]1[c:6]([OH:20])[c:7]([C:16]([CH3:17])([CH3:18])[CH3:19])[cH:8][c:9]2[c:10]1[CH2:11][C:12]([CH3:14])([CH3:15])[O:13]2. Reactants: [OH-].[Na+] (sodium hydroxide), ClC1=CC=C(C=C1)CC(=O)O (4-chlorophenylacetic acid), ice, P(=O)(Cl)(Cl)Cl (phosphorus oxychloride), CN(C=O)C (Dimethylformamide). Run at time 15 minute. Product: ClC1=CC=C(C=C1)C(C=O)=CN(C)C (2-(4-CHLOROPHENYL)-3-(DIMETHYLAMINO)ACROLEIN). RXN SMILES: P(Cl)(Cl)(Cl)=O.[Cl:6][C:7]1[CH:12]=[CH:11][C:10]([CH2:13][C:14]([OH:16])=O)=[CH:9][CH:8]=1.[OH-].[Na+].[CH3:19][N:20]([CH3:23])[CH:21]=O>>[Cl:6][C:7]1[CH:8]=[CH:9][C:10]([C:13](=[CH:19][N:20]([CH3:23])[CH3:21])[CH:14]=[O:16])=[CH:11][CH:12]=1 |f:2.3|. Procedure: Dimethylformamide (81 grams) was added dropwise to phosphorus oxychloride (138 grams) keeping the temperature at 20°-30° C. by external cooling. The mixture was stirred for 15 minutes at room temperature and then 4-chlorophenylacetic acid (50 grams in 30 ml DMF) was added. After heating to 65°-75° C. for 20 hours, the reaction mixture was cooled, poured onto 1 kilogram of ice and made basic to pH12 with 50% sodium hydroxide, and then heated on a steam bath for 1 hour. The precipitate which forme... The reactants are N1C(CCCCC2C1=CC=CC2)=O (hexahydrobenzoazocin-2-one), P(Cl)(Cl)(Cl)(Cl)Cl (PCl5), solution, BrBr (bromine). Reagents/catalysts: II (iodine). Solvent: C(Cl)(Cl)Cl (chloroform), C(Cl)(Cl)Cl (chloroform). Reaction conditions: time 1 hour. Product: BrC1C(NC=2C(CCC1)CC=CC2)=O (3-bromohexahydrobenzoazocin-2-one). As a reaction SMILES: [NH:1]1[C:8]2=[CH:9][CH:10]=[CH:11][CH2:12][CH:7]2[CH2:6][CH2:5][CH2:4][CH2:3][C:2]1=[O:13].P(Cl)(Cl)(Cl)(Cl)Cl.[Br:20]Br>C(Cl)(Cl)Cl.II>[Br:20][CH:3]1[CH2:4][CH2:5][CH2:6][CH:7]2[CH2:12][CH:11]=[CH:10][CH:9]=[C:8]2[NH:1][C:2]1=[O:13]. Reported procedure: To a solution of 15 gm (0.084 mol) of hexahydrobenzoazocin-2-one (Chemica Scandinavia, 18, 191 (1964)) in 150 ml of chloroform at 0° C. was added 8.8 gm of PCl5 in small increments over a period of an hour. To this reaction mixture was added 70 mg of iodine, followed by the slow dropwise addition of 84 ml of a 1M solution of bromine in chloroform and this reaction mixture was warmed to room temperature and stirred for 1 hour, at which time it was concentrated at reduced pressure. A mixture of ic... Reactants: CN(C(=O)c1ccc(Cl)cc1)C1CCNCC1c1ccc(Cl)c(Cl)c1, Cl, O=C1CCCC(C(=O)O)N1. The product is CN(C(=O)c1ccc(Cl)cc1)C1CCN(C(=O)C2CCCC(=O)N2)CC1c1ccc(Cl)c(Cl)c1. Reaction SMILES: [Cl:2][c:3]1[cH:4][cH:5][c:6]([C:7](=[O:8])[N:9]([CH3:10])[CH:11]2[CH:12]([c:17]3[cH:18][c:19]([Cl:24])[c:20]([Cl:23])[cH:21][cH:22]3)[CH2:13][NH:14][CH2:15][CH2:16]2)[cH:25][cH:26]1.[ClH:1].[O:27]=[C:28]1[CH2:29][CH2:30][CH2:31][CH:32]([C:34](=[O:35])[OH:36])[NH:33]1>>[Cl:2][c:3]1[cH:4][cH:5][c:6]([C:7](=[O:8])[N:9]([CH3:10])[CH:11]2[CH:12]([c:17]3[cH:18][c:19]([Cl:24])[c:20]([Cl:23])[cH:21][cH:22]3)[CH2:13][N:14]([C:34]([CH:32]3[CH2:31][CH2:30][CH2:29][C:28](=[O:27])[NH:33]3)=[O:35])[CH2:15][CH2:16]2)[cH:25][cH:26]1. Starting materials: BrCC=1C(=CC=C2C=CC(=NC12)OC)F (8-bromomethyl-7-fluoro-2-methoxy-quinoline), [C-]#N.[K+] (KCN). The solvent is CN(C)C=O (DMF). Run at temperature 70 celsius, time 8 hour. Product: FC1=CC=C2C=CC(=NC2=C1CC#N)OC ((7-fluoro-2-methoxy-quinolin-8-yl)-acetonitrile). Isolated yield 100.8%. RXN SMILES: Br[CH2:2][C:3]1[C:4]([F:15])=[CH:5][CH:6]=[C:7]2[C:12]=1[N:11]=[C:10]([O:13][CH3:14])[CH:9]=[CH:8]2.[C-:16]#[N:17].[K+]>CN(C=O)C>[F:15][C:4]1[C:3]([CH2:2][C:16]#[N:17])=[C:12]2[C:7]([CH:8]=[CH:9][C:10]([O:13][CH3:14])=[N:11]2)=[CH:6][CH:5]=1 |f:1.2|. Reported procedure: To a solution of 8-bromomethyl-7-fluoro-2-methoxy-quinoline (20.0 g, 74 mmol; prepared as in WO 2007/081597) in DMF (530 mL) was added KCN (22.1 g, 339 mmol) and the mixture was stirred at 70° C. overnight. The mixture was concentrated, water and EA were added and the aq. layer was extracted with EA. The combined org layers were washed with brine, dried over MgSO4 and concentrated to afford the title intermediate as a beige solid (16.13 g, 100% yield). Reaction SMILES: C([O:3][C:4](=O)[NH:5][CH2:6][CH2:7][C:8]1[CH:13]=[CH:12][CH:11]=[CH:10][C:9]=1[C:14]([F:17])([F:16])[F:15])C.O=P12OP3(OP(OP(O3)(O1)=O)(=O)O2)=O>O=P(Cl)(Cl)Cl>[F:15][C:14]([F:17])([F:16])[C:9]1[CH:10]=[CH:11][CH:12]=[C:13]2[C:8]=1[CH2:7][CH2:6][NH:5][C:4]2=[O:3]. Procedure details: Using the same procedure and workup as described in Example 1, step 4, [2-(2-trifluoromethyl-phenyl)-ethyl]-carbamic acid ethyl ester (I-22c: 1.2 g, 4.5977 mmol) in POCl3 (13 mL) was reacted with P2O5 (1.3 g, 9.195 mmol). The resulting mixture was stirred at 115° C. for 2 hours to afford the crude product. Purification by column chromatography on silica gel (60% ethylacetate in hexane) afforded 0.090 g of the product (9.1% yield). Starting materials: C(C)OC(NCCC1=C(C=CC=C1)C(F)(F)F)=O ([2-(2-trifluoromethyl-phenyl)-ethyl]-carbamic acid ethyl ester), O=P12OP3(=O)OP(=O)(O1)OP(=O)(O2)O3 (P2O5). Reaction conditions: temperature 115 celsius, time 2 hour. Yield: 9.1%. Yields the product FC(C1=C2CCNC(C2=CC=C1)=O)(F)F (5-Trifluoromethyl-3,4-dihydro-2H-isoquinolin-1-one). Run in O=P(Cl)(Cl)Cl (POCl3). The reactants are COC(CCC1=CC(=CC=C1)CNCC=1OC2=C(C1)C=CC=C2)=O (3-(3-{[(Benzofuran-2-ylmethyl)-amino]-methyl}-phenyl)-propionic acid methyl ester), C1(=CC=CC=C1)S(=O)(=O)Cl (benzenesulfonyl chloride). Solvent: C(C)N(CC)CC (triethylamine). Yields the product COC(CCC1=CC(=CC=C1)CN(CC=1OC2=C(C1)C=CC=C2)S(=O)(=O)C2=CC=CC=C2)=O (3-{3-[(Benzenesulfonyl-benzofuran-2-ylmethyl-amino)-methyl]-phenyl}-propionic acid methyl ester). Reaction SMILES: [CH3:1][O:2][C:3](=[O:24])[CH2:4][CH2:5][C:6]1[CH:11]=[CH:10][CH:9]=[C:8]([CH2:12][NH:13][CH2:14][C:15]2[O:16][C:17]3[CH:23]=[CH:22][CH:21]=[CH:20][C:18]=3[CH:19]=2)[CH:7]=1.[C:25]1([S:31](Cl)(=[O:33])=[O:32])[CH:30]=[CH:29][CH:28]=[CH:27][CH:26]=1>C(N(CC)CC)C>[CH3:1][O:2][C:3](=[O:24])[CH2:4][CH2:5][C:6]1[CH:11]=[CH:10][CH:9]=[C:8]([CH2:12][N:13]([S:31]([C:25]2[CH:30]=[CH:29][CH:28]=[CH:27][CH:26]=2)(=[O:33])=[O:32])[CH2:14][C:15]2[O:16][C:17]3[CH:23]=[CH:22][CH:21]=[CH:20][C:18]=3[CH:19]=2)[CH:7]=1. Procedure details: The title compound of Step B was prepared following the method describe in Step B of Example 1 from 3-(3-{[(benzofuran-2-ylmethyl)-amino]-methyl}-phenyl)-propionic acid methyl ester of Step A and benzenesulfonyl chloride using triethylamine in place of N,N-diisopropylethylamine. 1H NMR (400 MHz, CDCl3) δ 7.83 (m, 2H), 7.52-7.42 (m, 3H), 7.26-7.09 (m, 8H), 6.39 (d, 1H), 4.46 (s, 2H), 4.39 (s, 2H), 3.68 (s, 3H), 2.88 (t, 2H), 2.57 (t, 2H). Starting materials: C[Al](C)C, Cc1ccccc1, COC(=O)c1cc2nc(Nc3c(Cl)cncc3Cl)[nH]c2c2c1OC(C)(C)C2, Nc1ccc(F)c(F)c1F. The product is CC1(C)Cc2c(c(C(=O)Nc3ccc(F)c(F)c3F)cc3nc(Nc4c(Cl)cncc4Cl)[nH]c23)O1. Reaction SMILES: [CH3:38][Al:39]([CH3:40])[CH3:41].[CH3:42][c:43]1[cH:44][cH:45][cH:46][cH:47][cH:48]1.[Cl:1][c:2]1[cH:3][n:4][cH:5][c:6]([Cl:27])[c:7]1[NH:8][c:9]1[nH:10][c:11]2[c:12]([n:13]1)[cH:14][c:15]([C:23]([O:25][CH3:24])=[O:26])[c:16]1[c:17]2[CH2:18][C:19]([CH3:21])([CH3:22])[O:20]1.[F:28][c:29]1[c:30]([NH2:31])[cH:32][cH:33][c:34]([F:37])[c:35]1[F:36]>>[Cl:1][c:2]1[cH:3][n:4][cH:5][c:6]([Cl:27])[c:7]1[NH:8][c:9]1[nH:10][c:11]2[c:12]([n:13]1)[cH:14][c:15]([C:23](=[O:25])[NH:31][c:30]1[c:29]([F:28])[c:35]([F:36])[c:34]([F:37])[cH:33][cH:32]1)[c:16]1[c:17]2[CH2:18][C:19]([CH3:21])([CH3:22])[O:20]1.